This data is from the Open Reaction Database (ORD), a public repository of structured organic reaction records. The task is: describe an organic reaction: reactants, conditions, products, and yield Reactants: ClC1=NC2=CC=C(C=C2C=N1)C1=C(C(=CC(=C1Cl)OC)OC)Cl (2-chloro-6-(2,6-dichloro-3,5-dimethoxyphenyl)quinazoline), N[C@H]1[C@H](COC1)NC(OC(C)(C)C)=O (tert-butyl ((3R,4S)-4-aminotetrahydrofuran-3-yl)carbamate), C([O-])(O)=O.[Na+] (sodium bicarbonate). Run in CN1CCCC1=O (NMP). Reaction conditions: time 20 minute. Product: ClC1=C(C(=C(C=C1OC)OC)Cl)C=1C=C2C=NC(=NC2=CC1)N[C@H]1[C@H](COC1)NC(OC(C)(C)C)=O (tert-butyl ((3R,4S)-4-((6-(2,6-dichloro-3,5-dimethoxyphenyl)quinazolin-2-yl)amino)tetrahydrofuran-3-yl)carbamate). Isolated yield 74.4%. RXN SMILES: Cl[C:2]1[N:11]=[CH:10][C:9]2[C:4](=[CH:5][CH:6]=[C:7]([C:12]3[C:17]([Cl:18])=[C:16]([O:19][CH3:20])[CH:15]=[C:14]([O:21][CH3:22])[C:13]=3[Cl:23])[CH:8]=2)[N:3]=1.[NH2:24][C@@H:25]1[CH2:29][O:28][CH2:27][C@@H:26]1[NH:30][C:31](=[O:37])[O:32][C:33]([CH3:36])([CH3:35])[CH3:34].C(=O)(O)[O-].[Na+]>CN1C(=O)CCC1>[Cl:18][C:17]1[C:16]([O:19][CH3:20])=[CH:15][C:14]([O:21][CH3:22])=[C:13]([Cl:23])[C:12]=1[C:7]1[CH:8]=[C:9]2[C:4](=[CH:5][CH:6]=1)[N:3]=[C:2]([NH:24][C@@H:25]1[CH2:29][O:28][CH2:27][C@@H:26]1[NH:30][C:31](=[O:37])[O:32][C:33]([CH3:35])([CH3:34])[CH3:36])[N:11]=[CH:10]2 |f:2.3|. Procedure: A mixture of 2-chloro-6-(2,6-dichloro-3,5-dimethoxyphenyl)quinazoline (1.02 g, 2.76 mmol), tert-butyl ((3R,4S)-4-aminotetrahydrofuran-3-yl)carbamate (0.85 g, 4.20 mmol), and sodium bicarbonate (0.58 g, 6.90 mmol) was stirred in NMP (5.5 mL, 0.5M) at 95° C. for 12 hours. The reaction was removed from the oil bath and while cooling to room temperature was treated with about 90 mL of water and then sonicated and stirred for 20 minutes. A yellow-orange solid was isolated by filtration, rinsed severa... Starting materials: COc1ccc(CC(=O)O)cc1, CNOC. The reagents and catalysts are CN1CC[N+](=C1Cl)C.F[P-](F)(F)(F)(F)F (CIP), CCN(C(C)C)C(C)C (DIPEA), C1=CC2=C(N=C1)N(N=N2)O (HOAt). Solvent: CN(C)C=O (DMF), CN(C)C=O (DMF), CN(C)C=O (DMF), CN(C)C=O (DMF), CN(C)C=O (DMF), CN(C)C=O (DMF). Conditions: temperature 25 celsius, time 2 hour. Product: COc1ccc(CC(=O)N(C)OC)cc1. Yield: 1.5%. RXN SMILES: CNOC.COc1ccc(CC(=O)O)cc1.CN1CC[N+](=C1Cl)C.F[P-](F)(F)(F)(F)F.C1=CC2=C(N=C1)N(N=N2)O.CCN(C(C)C)C(C)C.CN(C)C=O>>COc1ccc(CC(=O)N(C)OC)cc1. Starting materials: Cc1cnc2cccc(O)c2n1, FC(F)(F)c1ccc(-c2cc(Cl)ncn2)cc1, [H-], [Na+], CN(C)C=O. Yields the product Cc1cnc2cccc(Oc3cc(-c4ccc(C(F)(F)F)cc4)ncn3)c2n1. RXN SMILES: [CH3:18][c:19]1[cH:20][n:21][c:22]2[cH:23][cH:24][cH:25][c:26]([OH:29])[c:27]2[n:28]1.[Cl:1][c:2]1[n:3][cH:4][n:5][c:6](-[c:8]2[cH:9][cH:10][c:11]([C:14]([F:15])([F:16])[F:17])[cH:12][cH:13]2)[cH:7]1.[H-:30].[Na+:31].[O:32]=[CH:33][N:34]([CH3:35])[CH3:36]>>[c:2]1([O:29][c:26]2[cH:25][cH:24][cH:23][c:22]3[n:21][cH:20][c:19]([CH3:18])[n:28][c:27]32)[n:3][cH:4][n:5][c:6](-[c:8]2[cH:9][cH:10][c:11]([C:14]([F:15])([F:16])[F:17])[cH:12][cH:13]2)[cH:7]1.